This data is from the Open Reaction Database (ORD), a public repository of structured organic reaction records. The task is: describe an organic reaction: reactants, conditions, products, and yield RXN SMILES: [NH2:1][C:2]1[C:3]2[N:4]([C:8]([C@H:28]3[CH2:33][CH2:32][C@H:31]([CH2:34][OH:35])[CH2:30][CH2:29]3)=[N:9][C:10]=2[C:11]2[CH:20]=[C:19]3[C:14]([C:15]([CH3:27])=[CH:16][C:17]([C:21]4[CH:26]=[CH:25][CH:24]=[CH:23][CH:22]=4)=[N:18]3)=[CH:13][CH:12]=2)[CH:5]=[CH:6][N:7]=1.[C:36]1([CH3:56])[CH:41]=[CH:40][C:39]([S:42]([O:45]S(C2C=CC(C)=CC=2)(=O)=O)(=[O:44])=[O:43])=[CH:38][CH:37]=1.[C:57](=O)(O)[O-].[Na+]>N1C=CC=CC=1>[NH2:1][C:2]1[C:3]2[N:4]([C:8]([C@H:28]3[CH2:33][CH2:32][C@H:31]([CH2:34][OH:35])[CH2:30][CH2:29]3)=[N:9][C:10]=2[C:11]2[CH:20]=[C:19]3[C:14]([C:15]([CH3:27])=[CH:16][C:17]([C:21]4[CH:26]=[CH:25][CH:24]=[CH:23][CH:22]=4)=[N:18]3)=[CH:13][CH:12]=2)[CH:5]=[CH:6][N:7]=1.[CH3:56][C:36]1[CH:41]=[CH:40][C:39]([S:42]([O:45][CH3:57])(=[O:44])=[O:43])=[CH:38][CH:37]=1 |f:2.3,5.6|. Reaction conditions: time 24 hour. Reported procedure: trans-{4-[8-Amino-(4-methyl-2-phenylquinolin-7-yl)imidazo[1,5-a]pyrazin-3-yl]cyclohexyl}methanol (200 mg, 0.43 mmol) and toluene-4-sulfonic anhydride (150 mg, 0.47 mmol) were dissolved in anhydrous pyridine (8.7 mL) under nitrogen and allowed to sit at −10° C. for 24 h. Saturated aqueous sodium bicarbonate solution (10 mL) was added to the reaction mixture, then, stirred for 10 min. The reaction mixture was concentrated in vacuo, then, partitioned between saturated aqueous sodium bicarbonate sol... The reactants are NC=1C=2N(C=CN1)C(=NC2C2=CC=C1C(=CC(=NC1=C2)C2=CC=CC=C2)C)[C@@H]2CC[C@H](CC2)CO (trans-{4-[8-Amino-(4-methyl-2-phenylquinolin-7-yl)imidazo[1,5-a]pyrazin-3-yl]cyclohexyl}methanol), C1(=CC=C(C=C1)S(=O)(=O)OS(=O)(=O)C1=CC=C(C=C1)C)C (toluene-4-sulfonic anhydride), C([O-])(O)=O.[Na+] (sodium bicarbonate). The solvent is N1=CC=CC=C1 (pyridine). Product: NC=1C=2N(C=CN1)C(=NC2C2=CC=C1C(=CC(=NC1=C2)C2=CC=CC=C2)C)[C@@H]2CC[C@H](CC2)CO.CC1=CC=C(C=C1)S(=O)(=O)OC (trans-{4-[8-Amino-1-(4-methyl-2-phenylquinolin-7-yl)imidazo[1,5-a]pyrazin-3-yl]cyclohexyl}methanol methyl 4-methylbenzenesulfonate). Starting materials: C1(=CC=C(C=C1)C1=CC2=C(NC(=N2)CC2=CC(=CC=C2)Br)C=C1Cl)C1=CC=CC=C1 (5-Biphenyl-4-yl-2-(3-bromo-benzyl)-6-chloro-1H-benzoimidazole), O1CCOCC1 (dioxane). The reagents and catalysts are O=[Mn]=O (MnO2). Conditions: temperature 70 celsius, time 48 hour. Product: C1(=CC=C(C=C1)C1=CC2=C(NC(=N2)C(=O)C2=CC(=CC=C2)Br)C=C1Cl)C1=CC=CC=C1 ((5-Biphenyl-4-yl-6-chloro-1H-benzoimidazol-2-yl)-(3-bromo-phenyl)-methanone). Reaction SMILES: [C:1]1([C:25]2[CH:30]=[CH:29][CH:28]=[CH:27][CH:26]=2)[CH:6]=[CH:5][C:4]([C:7]2[C:23]([Cl:24])=[CH:22][C:10]3[NH:11][C:12]([CH2:14][C:15]4[CH:20]=[CH:19][CH:18]=[C:17]([Br:21])[CH:16]=4)=[N:13][C:9]=3[CH:8]=2)=[CH:3][CH:2]=1.[O:31]1CCOCC1>O=[Mn]=O>[C:1]1([C:25]2[CH:30]=[CH:29][CH:28]=[CH:27][CH:26]=2)[CH:6]=[CH:5][C:4]([C:7]2[C:23]([Cl:24])=[CH:22][C:10]3[NH:11][C:12]([C:14]([C:15]4[CH:20]=[CH:19][CH:18]=[C:17]([Br:21])[CH:16]=4)=[O:31])=[N:13][C:9]=3[CH:8]=2)=[CH:3][CH:2]=1. Procedure details: To a solution of compound 14-1 (270 mg, 0.57 mmol) in dioxane was added MnO2 (100 mg, 1.1 mmol). The reaction was allowed to stir at 70° C. for 48 h. The reaction mixture was filtered over a bed of Celite™ and washed with copious amounts of EtOAc. The product was concentrated in vacuo, and then purified on ISCO (EtOAc/Hexanes=1/1) to give the title compound 14-2 as a pale yellow solid. Starting materials: C1CCOC1, O=[N+]([O-])c1ccc(N2CCCCC2)cn1. Yields the product Nc1ccc(N2CCCCC2)cn1. As a reaction SMILES: [CH2:16]1[O:17][CH2:18][CH2:19][CH2:20]1.[N+:1]([O-:2])(=[O:3])[c:4]1[cH:5][cH:6][c:7]([N:10]2[CH2:11][CH2:12][CH2:13][CH2:14][CH2:15]2)[cH:8][n:9]1>>[NH2:1][c:4]1[cH:5][cH:6][c:7]([N:10]2[CH2:11][CH2:12][CH2:13][CH2:14][CH2:15]2)[cH:8][n:9]1. Starting materials: COC1=CC=C(N=N1)C1=CC=C(C(=O)O)C=C1 (4-(6-methoxy-pyridazin-3-yl)-benzoic acid), OS(=O)(=O)O (H2SO4), CO (methanol). Conditions: temperature 50 celsius, time 1 hour. Yields the product COC(C1=CC=C(C=C1)C=1N=NC(=CC1)OC)=O (4-(6-methoxy-pyridazin-3-yl)-benzoic acid methyl ester). As a reaction SMILES: [CH3:1][O:2][C:3]1[N:8]=[N:7][C:6]([C:9]2[CH:17]=[CH:16][C:12]([C:13]([OH:15])=[O:14])=[CH:11][CH:10]=2)=[CH:5][CH:4]=1.OS(O)(=O)=O.[CH3:23]O>>[CH3:23][O:14][C:13](=[O:15])[C:12]1[CH:16]=[CH:17][C:9]([C:6]2[N:7]=[N:8][C:3]([O:2][CH3:1])=[CH:4][CH:5]=2)=[CH:10][CH:11]=1. Procedure details: To a solution of 4-(6-methoxy-pyridazin-3-yl)-benzoic acid (5.02 g, 21.8 mmol) (reference example 11f) in methanol (75 mL) is added slowly conc. H2SO4 (3.75 mL). The resulting solution is heated to 50° C. and stirred for 1 hour. The solution is then concentrated to one third volume, cooled to 0°-5° C., adjusted to pH 6 with sat NaHCO3 soln and extracted into ethyl acetate. The organic layer is washed with brine, dried over MgSO4 and concentrated. The residue is purified by flash chromatography (... The reactants are Cc1c(C#N)sc(Br)c1Br, [Zn]. The product is Cc1c(Br)csc1C#N. As a reaction SMILES: [Br:1][c:2]1[c:3]([CH3:10])[c:4]([C:8]#[N:9])[s:5][c:6]1[Br:7].[Zn:11]>>[Br:1][c:2]1[c:3]([CH3:10])[c:4]([C:8]#[N:9])[s:5][cH:6]1. The reactants are Cc1cc(C)cc(-c2cccc(C)c2C(=O)O)c1, [K+], [K+], O=C([O-])[O-], O=S(=O)(O)O. Yields the product Cc1cc(C)c2c(c1)-c1cccc(C)c1C2=O. RXN SMILES: [CH3:1][c:2]1[c:3]([C:16](=[O:17])[OH:18])[c:4](-[c:8]2[cH:9][c:10]([CH3:15])[cH:11][c:12]([CH3:14])[cH:13]2)[cH:5][cH:6][cH:7]1.[K+:19].[K+:20].[O-:21][C:22]([O-:23])=[O:24].[S:25](=[O:26])(=[O:27])([OH:28])[OH:29]>>[CH3:1][c:2]1[c:3]2[c:4]([cH:5][cH:6][cH:7]1)-[c:8]1[cH:9][c:10]([CH3:15])[cH:11][c:12]([CH3:14])[c:13]1[C:16]2=[O:18]. Starting materials: N(=O)OCCC(C)C (isoamyl nitrite), CC=1C(=C(N)C=CC1)[N+](=O)[O-] (3-methyl-2-nitroaniline), C1=CC=CC=C1 (benzene). The solvent is CCCCCCC (n-heptane), CCCCCCC (n-heptane). Reaction conditions: time 18 hour. Product: CC=1C(=C(C=CC1)C1=CC=CC=C1)[N+](=O)[O-] (3-methyl-2-nitro-[1,1'-biphenyl]). Reaction SMILES: N(OCCC(C)C)=O.[CH3:9][C:10]1[C:11]([N+:17]([O-:19])=[O:18])=[C:12]([CH:14]=[CH:15][CH:16]=1)N.[CH:20]1[CH:25]=[CH:24][CH:23]=[CH:22][CH:21]=1>CCCCCCC>[CH3:9][C:10]1[C:11]([N+:17]([O-:19])=[O:18])=[C:12]([C:20]2[CH:25]=[CH:24][CH:23]=[CH:22][CH:21]=2)[CH:14]=[CH:15][CH:16]=1. Procedure details: During a two hour period isoamyl nitrite (92.43 g, 0.189 mole) was added to a stirred solution of 3-methyl-2-nitroaniline (60.0 g, 0.394 mole) in 352 ml of benzene. The reaction mixture was stirred at room temperature for approximately 18 hours, then heated at 65° for five hours. The reaction mixture was cooled and the solvent removed by distillation under reduced pressure to give an oil. The oil was diluted with n-heptane and the solvent removed by distillation under reduced pressure to give an...